describe an organic reaction: reactants, conditions, products, and yield From a dataset of the Open Reaction Database (ORD), a public repository of structured organic reaction records. Reactants: BrCc1ccccn1, O=C1Nc2cccc(Br)c2C1=O, Br, CN(C)C=O, [H-], [Na+]. Product: O=C1C(=O)N(Cc2ccccn2)c2cccc(Br)c21. Reaction SMILES: [Br:16][CH2:17][c:18]1[n:19][cH:20][cH:21][cH:22][cH:23]1.[Br:1][c:2]1[c:3]2[c:7]([cH:8][cH:9][cH:10]1)[NH:6][C:5](=[O:11])[C:4]2=[O:12].[BrH:15].[CH3:24][N:25]([CH3:26])[CH:27]=[O:28].[H-:13].[Na+:14]>>[Br:1][c:2]1[c:3]2[c:7]([cH:8][cH:9][cH:10]1)[N:6]([CH2:17][c:18]1[n:19][cH:20][cH:21][cH:22][cH:23]1)[C:5](=[O:11])[C:4]2=[O:12].